This data is from the Open Reaction Database (ORD), a public repository of structured organic reaction records. The task is: describe an organic reaction: reactants, conditions, products, and yield Yields the product C1(CC1)NC(NC1=CC=C(C=C1)C1=NC(=CC(=N1)CS(=O)(=O)C1CC1)N1[C@H](COCC1)C)=O (3-Cyclopropyl-1-[4-[4-(cyclopropylsulfonylmethyl)-6-[(3S)-3-methylmorpholin-4-yl]pyrimidin-2-yl]phenyl]urea). Starting materials: C1(CC1)NC(NC1=CC=C(C=C1)B(O)O)=O ([4-(3-Cyclopropylureido)phenyl]boronic acid), mixture, ClC1=NC(=CC(=N1)CS(=O)(=O)C1CC1)N1[C@H](COCC1)C (2-chloro-4-(cyclopropylsulfonylmethyl)-6-[(3S)-3-methylmorpholin-4-yl]pyrimidine), pinacol ester, C([O-])([O-])=O.[Na+].[Na+] (sodium carbonate). Reagents/catalysts: Cl[Pd]([P](C1=CC=CC=C1)(C2=CC=CC=C2)C3=CC=CC=C3)([P](C4=CC=CC=C4)(C5=CC=CC=C5)C6=CC=CC=C6)Cl (dichlorobis(triphenylphosphine)palladium(II)). Reported procedure: [4-(3-Cyclopropylureido)phenyl]boronic acid, pinacol ester (80 mg, 0.26 mmol), sodium carbonate (1.055 mL, 2.11 mmol), dichlorobis(triphenylphosphine)palladium(II) (14.8 mg, 0.02 mmol) and 2-chloro-4-(cyclopropylsulfonylmethyl)-6-[(3S)-3-methylmorpholin-4-yl]pyrimidine (70 mg, 0.21 mmol) were suspended in 18% DMF in DME:Ethanol:Water 7:2:3 mixture (4 mL) and sealed into a microwave tube. The reaction was heated to 100° C. for 10 minutes in the microwave reactor and cooled to RT. The crude produc... Conditions: temperature 100 celsius. RXN SMILES: [CH:1]1([NH:4][C:5](=[O:16])[NH:6][C:7]2[CH:12]=[CH:11][C:10](B(O)O)=[CH:9][CH:8]=2)[CH2:3][CH2:2]1.C(=O)([O-])[O-].[Na+].[Na+].Cl[C:24]1[N:29]=[C:28]([CH2:30][S:31]([CH:34]2[CH2:36][CH2:35]2)(=[O:33])=[O:32])[CH:27]=[C:26]([N:37]2[CH2:42][CH2:41][O:40][CH2:39][C@@H:38]2[CH3:43])[N:25]=1>CN(C=O)C.COCCOC.C(O)C.O.Cl[Pd](Cl)([P](C1C=CC=CC=1)(C1C=CC=CC=1)C1C=CC=CC=1)[P](C1C=CC=CC=1)(C1C=CC=CC=1)C1C=CC=CC=1>[CH:1]1([NH:4][C:5](=[O:16])[NH:6][C:7]2[CH:12]=[CH:11][C:10]([C:24]3[N:29]=[C:28]([CH2:30][S:31]([CH:34]4[CH2:36][CH2:35]4)(=[O:32])=[O:33])[CH:27]=[C:26]([N:37]4[CH2:42][CH2:41][O:40][CH2:39][C@@H:38]4[CH3:43])[N:25]=3)=[CH:9][CH:8]=2)[CH2:3][CH2:2]1 |f:1.2.3,6.7.8,^1:61,80|. The solvent is COCCOC.C(C)O.O (DME Ethanol Water), CN(C)C=O (DMF). The reactants are C(C1=CC=CC=C1)OCN(S(=O)(=O)C(C#N)C=1C=C2C(=CN(C2=CC1)COCC1=CC=CC=C1)C[C@@H]1N(CCC1)C)C (N-benzyloxymethyl-1-[(R)-1-benzyloxymethyl-3-(1-methyl-2-pyrrolidinylmethyl)-1H-indol-5-yl]-1-cyano-N-methylmethanesulfonamide), [K] (potassium). Solvent: IMS. Product: C(C1=CC=CC=C1)OCN(S(=O)(=O)CC=1C=C2C(=CN(C2=CC1)COCC1=CC=CC=C1)C[C@@H]1N(CCC1)C)C ((R)-N-Benzyloxymethyl-1-[1-benzyloxymethyl-3-(1-methyl-2-pyrrolidinylmethyl)-1H-indol-5-yl]-N-methylmethanesulfonamide). The yield is 33.0%. Reaction SMILES: [CH2:1]([O:8][CH2:9][N:10]([CH3:42])[S:11]([CH:14]([C:17]1[CH:18]=[C:19]2[C:23](=[CH:24][CH:25]=1)[N:22]([CH2:26][O:27][CH2:28][C:29]1[CH:34]=[CH:33][CH:32]=[CH:31][CH:30]=1)[CH:21]=[C:20]2[CH2:35][C@H:36]1[CH2:40][CH2:39][CH2:38][N:37]1[CH3:41])C#N)(=[O:13])=[O:12])[C:2]1[CH:7]=[CH:6][CH:5]=[CH:4][CH:3]=1.[K]>>[CH2:1]([O:8][CH2:9][N:10]([CH3:42])[S:11]([CH2:14][C:17]1[CH:18]=[C:19]2[C:23](=[CH:24][CH:25]=1)[N:22]([CH2:26][O:27][CH2:28][C:29]1[CH:34]=[CH:33][CH:32]=[CH:31][CH:30]=1)[CH:21]=[C:20]2[CH2:35][C@H:36]1[CH2:40][CH2:39][CH2:38][N:37]1[CH3:41])(=[O:13])=[O:12])[C:2]1[CH:7]=[CH:6][CH:5]=[CH:4][CH:3]=1 |^1:42|. Procedure: To a stirred solution of N-benzyloxymethyl-1-[(R)-1-benzyloxymethyl-3-(1-methyl-2-pyrrolidinylmethyl)-1H-indol-5-yl]-1-cyano-N-methylmethanesulfonamide (from step (e), 2.0 g, 3.4 mmol) in IMS (14 ml) at ambient temperature was added 2N potassium hydrodroxide solution (7 ml, 14 mmol). The dark brown solution was then brought to reflux and maintained at this temperature for 15 hr. The oily reaction mixture was then cooled to ambient temperature and extracted with ethyl acetate (3×20 ml). The organ... The reactants are COC(=O)C1C=C(O)c2cc(OC)c(OC)c3c2C1CC(c1ccccc1)C3, CO, CCOC(C)=O, Cl, [H][H], [Pd]. Yields the product COC(=O)C1CCc2cc(OC)c(OC)c3c2C1CC(c1ccccc1)C3. Reaction SMILES: [C:1](=[O:2])([O:3][CH3:4])[CH:5]1[CH:6]=[C:7]([OH:28])[c:8]2[cH:9][c:10]([O:26][CH3:27])[c:11]([O:24][CH3:25])[c:12]3[c:17]2[CH:16]1[CH2:15][CH:14]([c:18]1[cH:19][cH:20][cH:21][cH:22][cH:23]1)[CH2:13]3.[CH3:32][OH:33].[CH3:34][CH2:35][O:36][C:37](=[O:38])[CH3:39].[ClH:29].[H:30][H:31].[Pd:40]>>[C:1](=[O:2])([O:3][CH3:4])[CH:5]1[CH2:6][CH2:7][c:8]2[cH:9][c:10]([O:26][CH3:27])[c:11]([O:24][CH3:25])[c:12]3[c:17]2[CH:16]1[CH2:15][CH:14]([c:18]1[cH:19][cH:20][cH:21][cH:22][cH:23]1)[CH2:13]3.